From a dataset of the Open Reaction Database (ORD), a public repository of structured organic reaction records. describe an organic reaction: reactants, conditions, products, and yield Reactants: CC[N+](CC)(CC)CC, CC#N, COCCCOC(c1ccccc1C#CC1CC1)C1CCCN(S(=O)(=O)CC[Si](C)(C)C)C1, [F-]. Yields the product COCCCOC(c1ccccc1C#CC1CC1)C1CCCNC1. As a reaction SMILES: [CH2:35]([N+:36]([CH2:37][CH3:38])([CH2:39][CH3:40])[CH2:41][CH3:42])[CH3:43].[CH3:44][C:45]#[N:46].[CH:1]1([C:4]#[C:5][c:6]2[c:7]([CH:12]([CH:13]3[CH2:14][N:15]([S:19]([CH2:20][CH2:21][Si:22]([CH3:23])([CH3:24])[CH3:25])(=[O:26])=[O:27])[CH2:16][CH2:17][CH2:18]3)[O:28][CH2:29][CH2:30][CH2:31][O:32][CH3:33])[cH:8][cH:9][cH:10][cH:11]2)[CH2:2][CH2:3]1.[F-:34]>>[CH:1]1([C:4]#[C:5][c:6]2[c:7]([CH:12]([CH:13]3[CH2:14][NH:15][CH2:16][CH2:17][CH2:18]3)[O:28][CH2:29][CH2:30][CH2:31][O:32][CH3:33])[cH:8][cH:9][cH:10][cH:11]2)[CH2:2][CH2:3]1. Starting materials: N (ammonia), FC(C1=CC=C(OC2=CC=C(OC(C=CC(=O)OCC)C)C=C2)C=C1)(F)F (ethyl 4-[4-(4-trifluoromethylphenoxy)phenoxy]-2-pentenoate), N (ammonia). The solvent is C(C)O (ethanol). Yields the product FC(C1=CC=C(OC2=CC=C(OC(C(CC(=O)OCC)N)C)C=C2)C=C1)(F)F (ethyl 4-[4-(4-trifluoromethylphenoxy)phenoxy]-3-aminopentanoate). As a reaction SMILES: [F:1][C:2]([F:27])([F:26])[C:3]1[CH:25]=[CH:24][C:6]([O:7][C:8]2[CH:23]=[CH:22][C:11]([O:12][CH:13]([CH3:21])[CH:14]=[CH:15][C:16]([O:18][CH2:19][CH3:20])=[O:17])=[CH:10][CH:9]=2)=[CH:5][CH:4]=1.[NH3:28]>C(O)C>[F:1][C:2]([F:26])([F:27])[C:3]1[CH:4]=[CH:5][C:6]([O:7][C:8]2[CH:23]=[CH:22][C:11]([O:12][CH:13]([CH3:21])[CH:14]([NH2:28])[CH2:15][C:16]([O:18][CH2:19][CH3:20])=[O:17])=[CH:10][CH:9]=2)=[CH:24][CH:25]=1. Reported procedure: To a solution of ethyl 4-[4-(4-trifluoromethylphenoxy)phenoxy]-2-pentenoate (0.8 g) in ethanol (25 ml), chilled in an ice bath and under nitrogen, ammonia is flowed over for about 10 minutes while stirring. Reaction is allowed to warm to R.T. The reaction is again chilled and additional ammonia added for about 15 minutes. Reaction is allowed to rise to R.T. and stirring continued over night. Reaction is concentrated under vacuum to an oil. The oily concentrate is purified by prep. thin layer chr...